From a dataset of the Open Reaction Database (ORD), a public repository of structured organic reaction records. describe an organic reaction: reactants, conditions, products, and yield Reactants: C(C)OC(=O)C=1C=NC2=C(C=CC=C2C1NC1CCCC1)OC (4-cyclopentylamino-8-methoxy-quinoline-3-carboxylic acid ethyl ester), C(C)(C)(C)N=C=O (tert-butyl isocyanate). Yields the product C(C)(C)(C)N1C(N(C2=C(C=NC=3C(=CC=CC23)OC)C1=O)C1CCCC1)=O (3-tert-Butyl-1-cyclopentyl-7-methoxy-1H-pyrimido[5,4-c]quinoline-2,4-dione). Isolated yield 49.0%. Reaction SMILES: C([O:3][C:4]([C:6]1[CH:7]=[N:8][C:9]2[C:14]([C:15]=1[NH:16][CH:17]1[CH2:21][CH2:20][CH2:19][CH2:18]1)=[CH:13][CH:12]=[CH:11][C:10]=2[O:22][CH3:23])=O)C.[C:24]([N:28]=[C:29]=[O:30])([CH3:27])([CH3:26])[CH3:25]>>[C:24]([N:28]1[C:4](=[O:3])[C:6]2[CH:7]=[N:8][C:9]3[C:10]([O:22][CH3:23])=[CH:11][CH:12]=[CH:13][C:14]=3[C:15]=2[N:16]([CH:17]2[CH2:18][CH2:19][CH2:20][CH2:21]2)[C:29]1=[O:30])([CH3:27])([CH3:26])[CH3:25]. Procedure: 3-tert-Butyl-1-cyclopentyl-7-methoxy-1H-pyrimido[5,4-c]quinoline-2,4-dione (18 mg) was prepared from 4-cyclopentylamino-8-methoxy-quinoline-3-carboxylic acid ethyl ester (0.10 mmol) and tert-butyl isocyanate (0.4 mmol) following general procedure C. LCMS: m/z 368 [M+1]+. The reactants are CC1(OC(=O)C(=CO)C(=O)O1)C (formyl Meldrum's acid), CC(=O)C1C(=O)OC(OC1=O)(C)C (acetyl Meldrum's acid). Run in C=1(C(=CC=CC1)C)C (xylene), C1(=CC=CC=C1)C (toluene). Product: CC1(OC(=CC(O1)=O)C)C (2,2,6-trimethyl-1,3-dioxin-4-one). As a reaction SMILES: [CH3:1][C:2]1([CH3:12])[O:11][C:9](=O)[C:6](=CO)[C:4](=[O:5])[O:3]1.[CH3:13]C(C1C(=O)OC(C)(C)OC1=O)=O>C1(C)C=CC=CC=1.C1(C)C(C)=CC=CC=1>[CH3:12][C:2]1([CH3:1])[O:3][C:4](=[O:5])[CH:6]=[C:9]([CH3:13])[O:11]1. Procedure: The derivatives have not heretofore been known at all, but for the first time the present inventors have found a process for producing 2,2-dimethyl-1,3-dioxin-4-one as a compound belonging thereto. Namely, according to the process reported by the present inventors in Chem. Pharm. Bull. 31, (6) 1896 (1983), 2,2-dimethyl-1,3-dioxin-4-one was obtained from formyl Meldrum's acid in the presence of acetone and using a small amount of toluene or xylene as solvent, with a yield of 31%. This formyl Meld...